Dataset: the Open Reaction Database (ORD), a public repository of structured organic reaction records. Task: describe an organic reaction: reactants, conditions, products, and yield The reactants are C(C1=CC=CC=C1)N1CCC(=CC2=C1C=CC(=C2)Br)C(=O)OC (methyl 1-benzyl-7-bromo-2,3-dihydro-1H-1-benzazepine-4-carboxylate), B(OC1=CC=C(C=C1)OCCOCCC)([O-])[O-] (4-(2-propoxyethoxy)phenyl borate), C([O-])([O-])=O.[K+].[K+] (potassium carbonate), C(C)O (ethanol). The reagents and catalysts are C=1C=CC(=CC1)[P](C=2C=CC=CC2)(C=3C=CC=CC3)[Pd]([P](C=4C=CC=CC4)(C=5C=CC=CC5)C=6C=CC=CC6)([P](C=7C=CC=CC7)(C=8C=CC=CC8)C=9C=CC=CC9)[P](C=1C=CC=CC1)(C=1C=CC=CC1)C=1C=CC=CC1 (tetrakis(triphenylphosphine)palladium). Run in C1(=CC=CC=C1)C (toluene). Run at time 30 minute. Product: C(C1=CC=CC=C1)N1CCC(=CC2=C1C=CC(=C2)C2=CC=C(C=C2)OCCOCCC)C(=O)OC (methyl 1-benzyl-7-[4-(2-propoxyethoxy)phenyl]-2,3-dihydro-1H-1-benzazepine-4-carboxylate). Yield: 71.0%. As a reaction SMILES: [CH2:1]([N:8]1[C:14]2[CH:15]=[CH:16][C:17](Br)=[CH:18][C:13]=2[CH:12]=[C:11]([C:20]([O:22][CH3:23])=[O:21])[CH2:10][CH2:9]1)[C:2]1[CH:7]=[CH:6][CH:5]=[CH:4][CH:3]=1.B([O-])([O-])O[C:26]1[CH:31]=[CH:30][C:29]([O:32][CH2:33][CH2:34][O:35][CH2:36][CH2:37][CH3:38])=[CH:28][CH:27]=1.C(=O)([O-])[O-].[K+].[K+].C(O)C>C1C=CC([P]([Pd]([P](C2C=CC=CC=2)(C2C=CC=CC=2)C2C=CC=CC=2)([P](C2C=CC=CC=2)(C2C=CC=CC=2)C2C=CC=CC=2)[P](C2C=CC=CC=2)(C2C=CC=CC=2)C2C=CC=CC=2)(C2C=CC=CC=2)C2C=CC=CC=2)=CC=1.C1(C)C=CC=CC=1>[CH2:1]([N:8]1[C:14]2[CH:15]=[CH:16][C:17]([C:26]3[CH:31]=[CH:30][C:29]([O:32][CH2:33][CH2:34][O:35][CH2:36][CH2:37][CH3:38])=[CH:28][CH:27]=3)=[CH:18][C:13]=2[CH:12]=[C:11]([C:20]([O:22][CH3:23])=[O:21])[CH2:10][CH2:9]1)[C:2]1[CH:7]=[CH:6][CH:5]=[CH:4][CH:3]=1 |f:2.3.4,^1:53,55,74,93|. Reported procedure: A mixture of methyl 1-benzyl-7-bromo-2,3-dihydro-1H-1-benzazepine-4-carboxylate (0.3 g), 4-(2-propoxyethoxy)phenyl borate (0.24 g), 1M potassium carbonate solution (2.5 ml), ethanol (2.5 ml) and toluene (25 ml) was stirred under argon atmosphere at room temperature for 30 minutes. To the mixture was added tetrakis(triphenylphosphine)palladium (0.04 g), and the mixture was refluxed under argon atmosphere overnight. The mixture was extracted with ethyl acetate, and the organic layer was washed wit... The solvent is CC(=O)C (acetone). Procedure details: (3aR,4S,6aS)-2-Benzyl-N-isopropyloctahydrocyclopenta[c]pyrrol-4-amine was prepared by substituting (3aR,4S,6aS)-2-benzyloctahydrocyclopenta[c]pyrrol-4-amine from Example 33 Step A for (3aS,4R,6aR)-2-(3-(trifluoromethyl)phenylsulfonyl)octahydrocyclopenta[c]pyrrol-4-amine and acetone for pivalaldehyde in the procedure described in Example 281: 1H NMR (500 MHz, pyridine-d5) δ ppm 7.48 (d, J=7.5, 2H), 7.39 (t, J=7.5, 2H), 7.29 (t, J=7.3, 1H), 3.61-3.51 (m, 2H), 3.05 (dd, J=12.1, 5.4, 1H), 2.87-2.78 ... The product is C(C1=CC=CC=C1)N1C[C@@H]2[C@H](C1)[C@H](CC2)NC(C)C ((3aR,4S,6aS)-2-Benzyl-N-isopropyloctahydrocyclopenta[c]pyrrol-4-amine). The reactants are FC(C=1C=C(C=CC1)S(=O)(=O)N1C[C@H]2[C@@H](C1)[C@@H](CC2)N)(F)F ((3aS,4R,6aR)-2-(3-(trifluoromethyl)phenylsulfonyl)octahydrocyclopenta[c]pyrrol-4-amine), C(C(C)(C)C)=O (pivalaldehyde). Reaction SMILES: FC(F)(F)C1C=C(S([N:12]2[CH2:16][C@H:15]3[C@H:17]([NH2:20])[CH2:18][CH2:19][C@H:14]3[CH2:13]2)(=O)=O)C=CC=1.[CH:23](=O)[C:24]([CH3:27])(C)[CH3:25]>CC(C)=O>[CH2:25]([N:12]1[CH2:16][C@@H:15]2[C@@H:17]([NH:20][CH:18]([CH3:19])[CH3:17])[CH2:18][CH2:19][C@@H:14]2[CH2:13]1)[C:24]1[CH:27]=[CH:15][CH:14]=[CH:13][CH:23]=1. The reactants are C(C)(C)(C)OC(=O)N1C(CCCC1)CCO (2-(2-hydroxyethyl)-piperidine-1-carboxylic acid tert-butyl ester), C1(=CC=CC=C1)P(C1=CC=CC=C1)C1=CC=CC=C1 (triphenylphosphine), C(C=C)C=1C=C2C(=C(C(NC2=CC1Cl)=O)C1=CC(=CC(=C1)C)C)O (6-allyl-7-chloro-3-(3,5-dimethylphenyl)-4-hydroxy-1H-quinolin-2-one), N(=NC(=O)OCC)C(=O)OCC (diethyl azodicarboxylate). Procedure: To a solution of 6-allyl-7-chloro-3-(3,5-dimethylphenyl)-4-hydroxy-1H-quinolin-2-one (960 mg in 30 mL of tetrahydrofuran) at 0° C. was added 615 mg of 2-(2-hydroxyethyl)-piperidine-1-carboxylic acid tert-butyl ester and 1.04 g of triphenylphosphine followed by 0.56 mL of diethyl azodicarboxylate and the mixture warmed to room temperature. After 20 hours, the solvents were removed in vacuo and the residue purified by flash chromatography on silica gel (hexane:ethyl acetate, 85:15; then 80:20; the... Conditions: time 20 hour. RXN SMILES: [C:1]([O:5][C:6]([N:8]1[CH2:13][CH2:12][CH2:11][CH2:10][CH:9]1[CH2:14][CH2:15][OH:16])=[O:7])([CH3:4])([CH3:3])[CH3:2].C1(P(C2C=CC=CC=2)C2C=CC=CC=2)C=CC=CC=1.N(C(OCC)=O)=NC(OCC)=O.[CH2:48]([C:51]1[CH:52]=[C:53]2[C:58](=[CH:59][C:60]=1[Cl:61])[NH:57][C:56](=[O:62])[C:55]([C:63]1[CH:68]=[C:67]([CH3:69])[CH:66]=[C:65]([CH3:70])[CH:64]=1)=[C:54]2O)[CH:49]=[CH2:50]>>[C:1]([O:5][C:6]([N:8]1[CH2:13][CH2:12][CH2:11][CH2:10][CH:9]1[CH2:14][CH2:15][O:16][C:54]1[C:53]2[C:58](=[CH:59][C:60]([Cl:61])=[C:51]([CH2:48][CH:49]=[CH2:50])[CH:52]=2)[NH:57][C:56](=[O:62])[C:55]=1[C:63]1[CH:68]=[C:67]([CH3:69])[CH:66]=[C:65]([CH3:70])[CH:64]=1)=[O:7])([CH3:4])([CH3:3])[CH3:2]. The yield is 80.5%. The product is C(C)(C)(C)OC(=O)N1C(CCCC1)CCOC1=C(C(NC2=CC(=C(C=C12)CC=C)Cl)=O)C1=CC(=CC(=C1)C)C (2-{2-[6-allyl-7-chloro-3-(3,5-dimethylphenyl)-2-oxo-1,2-dihydroquinolin-4-yloxy]-ethyl}-piperidine-1-carboxylic acid tert-butyl ester). Reaction conditions: temperature 85 celsius, time 30 minute. Reported procedure: In ethanol (70 ml) was dissolved 1-[4-(4-chlorobenzoyl)benzyl]-2,3-diethoxycarbonylpyrrole (3.31 g) followed by addition of anhydrous hydrazine (10.54 g) and the mixture was refluxed for 3 hours. The solvent was then distilled off under reduced pressure and the resulting crystals were suspended in water (150 ml) and, after addition of concentrated hydrochloric acid (30 ml), stirred at 85° C. for 30 minutes. The crystals were rinsed with water, methanol and ether serially and dried under reduced ... Yield: 51.1%. Yields the product ClC1=CC=C(C(=O)C2=CC=C(CN3C=CC4=C3C(NNC4=O)=O)C=C2)C=C1 (1-[4-(4-Chlorobenzoyl)benzyl]-pyrrolo[2,3-d]-pyridazine-4(5H),7(6H)-dione). Starting materials: ClC1=CC=C(C(=O)C2=CC=C(CN3C(=C(C=C3)C(=O)OCC)C(=O)OCC)C=C2)C=C1 (1-[4-(4-chlorobenzoyl)benzyl]-2,3-diethoxycarbonylpyrrole), NN (hydrazine). Run in C(C)O (ethanol). RXN SMILES: [Cl:1][C:2]1[CH:31]=[CH:30][C:5]([C:6]([C:8]2[CH:29]=[CH:28][C:11]([CH2:12][N:13]3[CH:17]=[CH:16][C:15]([C:18](OCC)=[O:19])=[C:14]3[C:23](OCC)=[O:24])=[CH:10][CH:9]=2)=[O:7])=[CH:4][CH:3]=1.[NH2:32][NH2:33]>C(O)C>[Cl:1][C:2]1[CH:31]=[CH:30][C:5]([C:6]([C:8]2[CH:29]=[CH:28][C:11]([CH2:12][N:13]3[C:14]4[C:23](=[O:24])[NH:32][NH:33][C:18](=[O:19])[C:15]=4[CH:16]=[CH:17]3)=[CH:10][CH:9]=2)=[O:7])=[CH:4][CH:3]=1. The product is C=CCC12CCCN1C(C(Cl)(Cl)Cl)OC2=O. Reactants: C=CCBr, CC12CCCN1C(C(Cl)(Cl)Cl)OC2=O, CC(C)NC(C)C, O=C1OC(C(Cl)(Cl)Cl)N2CCCC12. Reaction SMILES: [CH2:35]([Br:36])[CH:37]=[CH2:38].[CH3:1][C:2]12[C:3](=[O:14])[O:4][CH:5]([C:10]([Cl:11])([Cl:12])[Cl:13])[N:6]1[CH2:7][CH2:8][CH2:9]2.[CH:15]([CH3:16])([NH:17][CH:18]([CH3:19])[CH3:20])[CH3:21].[Cl:22][C:23]([Cl:24])([Cl:25])[CH:26]1[O:27][C:28](=[O:29])[CH:30]2[N:31]1[CH2:32][CH2:33][CH2:34]2>>[CH2:1]([C:2]12[C:3](=[O:14])[O:4][CH:5]([C:10]([Cl:11])([Cl:12])[Cl:13])[N:6]1[CH2:7][CH2:8][CH2:9]2)[CH:15]=[CH2:16].